The task is: describe an organic reaction: reactants, conditions, products, and yield. This data is from the Open Reaction Database (ORD), a public repository of structured organic reaction records. Product: COCC#Cc1cc(F)c(Nc2ncnc3cc(OCCCN4CCOCC4)c(OC)cc23)c2c1OCO2. Reaction SMILES: [CH3:40][Si:41]([N-:42][Si:43]([CH3:44])([CH3:45])[CH3:46])([CH3:47])[CH3:48].[Cl:1][c:2]1[n:3][cH:4][n:5][c:6]2[cH:7][c:8]([O:14][CH2:15][CH2:16][CH2:17][N:18]3[CH2:19][CH2:20][O:21][CH2:22][CH2:23]3)[c:9]([O:12][CH3:13])[cH:10][c:11]12.[F:24][c:25]1[c:26]([NH2:39])[c:27]2[c:28]([c:32]([C:34]#[C:35][CH2:36][O:37][CH3:38])[cH:33]1)[O:29][CH2:30][O:31]2.[Na+:49].[O:50]=[CH:51][N:52]([CH3:53])[CH3:54]>>[c:2]1([NH:39][c:26]2[c:25]([F:24])[cH:33][c:32]([C:34]#[C:35][CH2:36][O:37][CH3:38])[c:28]3[c:27]2[O:31][CH2:30][O:29]3)[n:3][cH:4][n:5][c:6]2[cH:7][c:8]([O:14][CH2:15][CH2:16][CH2:17][N:18]3[CH2:19][CH2:20][O:21][CH2:22][CH2:23]3)[c:9]([O:12][CH3:13])[cH:10][c:11]12. The reactants are C[Si](C)(C)[N-][Si](C)(C)C, COc1cc2c(Cl)ncnc2cc1OCCCN1CCOCC1, COCC#Cc1cc(F)c(N)c2c1OCO2, [Na+], CN(C)C=O. The reactants are Nc1nc(-c2nn(Cc3ccccc3F)c3ncc(F)cc23)nc(N)c1[N+](=O)[O-], [Pd], c1ccncc1. Product: Nc1nc(-c2nn(Cc3ccccc3F)c3ncc(F)cc23)nc(N)c1N. As a reaction SMILES: [F:1][c:2]1[cH:3][c:4]2[c:5]([n:6][cH:7]1)[n:8]([CH2:22][c:23]1[c:24]([F:29])[cH:25][cH:26][cH:27][cH:28]1)[n:9][c:10]2-[c:11]1[n:12][c:13]([NH2:21])[c:14]([N+:18]([O-:19])=[O:20])[c:15]([NH2:17])[n:16]1.[Pd:36].[cH:30]1[cH:31][cH:32][n:33][cH:34][cH:35]1>>[F:1][c:2]1[cH:3][c:4]2[c:5]([n:6][cH:7]1)[n:8]([CH2:22][c:23]1[c:24]([F:29])[cH:25][cH:26][cH:27][cH:28]1)[n:9][c:10]2-[c:11]1[n:12][c:13]([NH2:21])[c:14]([NH2:18])[c:15]([NH2:17])[n:16]1. Reactants: CO, Cl, [H][H], NC(Cc1ccccc1)c1ccc(OCc2ccccc2)cc1. The product is Cl, NC(Cc1ccccc1)c1ccc(O)cc1. RXN SMILES: [CH3:27][OH:28].[ClH:26].[H:24][H:25].[c:1]1([CH2:2][O:8][c:9]2[cH:10][cH:11][c:12]([CH:15]([CH2:16][c:17]3[cH:18][cH:19][cH:20][cH:21][cH:22]3)[NH2:23])[cH:13][cH:14]2)[cH:3][cH:4][cH:5][cH:6][cH:7]1>>[ClH:26].[OH:8][c:9]1[cH:10][cH:11][c:12]([CH:15]([CH2:16][c:17]2[cH:18][cH:19][cH:20][cH:21][cH:22]2)[NH2:23])[cH:13][cH:14]1. Reactants: BrC1=CC(=CC(=C1)C)C (1-bromo-3,5-dimethylbenzene), O (H2O), [O-][Mn](=O)(=O)=O.[K+] (KMnO4). Solvent: N1=CC=CC=C1 (pyridine). Conditions: temperature 80 celsius, time 1.5 hour. Yields the product BrC=1C=C(C(=O)O)C=C(C1)C (3-Bromo-5-methylbenzoic acid). Yield: 29.0%. Reaction SMILES: [Br:1][C:2]1[CH:7]=[C:6]([CH3:8])[CH:5]=[C:4]([CH3:9])[CH:3]=1.[O-:10][Mn](=O)(=O)=O.[K+].[OH2:16]>N1C=CC=CC=1>[Br:1][C:2]1[CH:7]=[C:6]([CH:5]=[C:4]([CH3:9])[CH:3]=1)[C:8]([OH:10])=[O:16] |f:1.2|. Reported procedure: 1-bromo-3,5-dimethylbenzene (15 g, 81 mmol, 1.0 eq) in a mixture of pyridine (133 mL) and H2O (83 mL) was heated to 80° C. KMnO4 (25.6 g, 162 mmol, 2.0 eq) was added in portions over 45 min. After the addition was completed, heating was continued at 80° C. for 1.5 h. The hot solution was then filtered, and the filtrate was acidified by addition of concentrated hydrochloric acid. The aqueous solution was extracted with EtOAc and the combined organic extracts washed with water and brine, dried (Na... Starting materials: C(C)C(CC)NC1=NC(=NC(=C1[N+](=O)[O-])OC1=C(C=C(C=C1C)C)C)C ((1-ethyl-propyl)-[2-methyl-5-nitro-6-(2,4,6-trimethyl-phenoxy)-pyrimidin-4-yl]-amine), Cl (HCl). The product is C(C)C(CC)NC1=NC(=NC(=C1N)OC1=C(C=C(C=C1C)C)C)C (N4-(1-Ethyl-propyl)-2-methyl-6-(2,4,6-trimethyl-phenoxy)-pyrimidine-4,5-diamine). As a reaction SMILES: [CH2:1]([CH:3]([NH:6][C:7]1[C:12]([N+:13]([O-])=O)=[C:11]([O:16][C:17]2[C:22]([CH3:23])=[CH:21][C:20]([CH3:24])=[CH:19][C:18]=2[CH3:25])[N:10]=[C:9]([CH3:26])[N:8]=1)[CH2:4][CH3:5])[CH3:2].Cl>>[CH2:1]([CH:3]([NH:6][C:7]1[C:12]([NH2:13])=[C:11]([O:16][C:17]2[C:22]([CH3:23])=[CH:21][C:20]([CH3:24])=[CH:19][C:18]=2[CH3:25])[N:10]=[C:9]([CH3:26])[N:8]=1)[CH2:4][CH3:5])[CH3:2]. Reported procedure: The title compound was prepared by hydrogenation of (1-ethyl-propyl)-[2-methyl-5-nitro-6-(2,4,6-trimethyl-phenoxy)-pyrimidin-4-yl]-amine by the method analogous to that described in Example 93. 1H NMR (CDCl3) δ 6.88 (s, 2H), 4.52 (d, 1H), 4.10 (m, 1H), 2.94 (brs, 2H), 2.30 (s, 3H), 2.23 (s, 3H), 2.09 (s, 6H), 1.4-1.8 (m, 4H), 0.95 (t, 6H) ppm. The corresponding HCl salt, mp 248-250° C. 1H NMR (CD3OD) δ 6.91 (s, 2H), 4.00 (m, 1H), 2.39 (s, 3H), 2.28 (s, 3H), 2.07 (s, 6H), 1.6-1.8 (m, 4H), 1.00 (t...